Dataset: the Open Reaction Database (ORD), a public repository of structured organic reaction records. Task: describe an organic reaction: reactants, conditions, products, and yield The reactants are Cl (HCl), FC1=C(C=CC(=C1)C(C)C=1N=C(SC1)NC)C1=CC=CC=C1 (4-(1-(2-fluoro-4-biphenylyl)ethyl)-2-methylaminothiazole), CI (methyl iodide), C(CCC)[N+](CCCC)(CCCC)CCCC (tetra-n-butyl ammonium), [OH-].[Na+] (NaOH). Run in C1=CC=CC=C1 (benzene), O (water). Conditions: time 8 hour. Yields the product FC1=C(C=CC(=C1)C(C)C=1N=C(SC1)N(C)C)C1=CC=CC=C1 (4-(1-(2-fluoro-4-biphenylyl)ethyl)-2-dimethylaminothiazole). The yield is 85.0%. As a reaction SMILES: [F:1][C:2]1[CH:7]=[C:6]([CH:8]([C:10]2[N:11]=[C:12]([NH:15][CH3:16])[S:13][CH:14]=2)[CH3:9])[CH:5]=[CH:4][C:3]=1[C:17]1[CH:22]=[CH:21][CH:20]=[CH:19][CH:18]=1.CI.[CH2:25]([N+](CCCC)(CCCC)CCCC)CCC.[OH-].[Na+].Cl>C1C=CC=CC=1.O>[F:1][C:2]1[CH:7]=[C:6]([CH:8]([C:10]2[N:11]=[C:12]([N:15]([CH3:25])[CH3:16])[S:13][CH:14]=2)[CH3:9])[CH:5]=[CH:4][C:3]=1[C:17]1[CH:22]=[CH:21][CH:20]=[CH:19][CH:18]=1 |f:3.4|. Procedure details: To 4-(1-(2-fluoro-4-biphenylyl)ethyl)-2-methylaminothiazole(415 mg, 1.33 mmol) in benzene (6 ml) was added methyl iodide (370 mg, 2.61 mmol), tetra-n-butyl ammonium hydrogene sulfate (435 mg, 1.33 mmol) and 50% NaOH aq. (3 ml), then the mixture was stirred at room temperature overnight. The reaction mixture was diluted with water, then acidified with 2N-HCl to pH 6 and the aqueous solution was extracted with benzene. The extracts were washed with water, dried and then evaporated under reduced pr... Procedure details: Approximately 3 millimoles of the chloro compound of Example 127 were treated with 0.62% g of silver perchlorate in 50 ml of methanol at 0° C. The reaction mixture was allowed to warm to room temperature over a 2 hour period. The mixture was then partitioned between ethyl acetate and an acidic sodium chloride solution. The organic layer was separated, dried over sodium sulfate, filtered, and concentrated in vacuo. The residue was purified by preparative thin layer chromatography over silica gel ... As a reaction SMILES: [C:1]([C:4]1[C:18]([OH:19])=[CH:17][C:7]([O:8][CH2:9][CH2:10][CH2:11][CH2:12][CH2:13][CH2:14][C:15]#[N:16])=[C:6]([CH2:20]Cl)[CH:5]=1)(=[O:3])[CH3:2].[CH3:22][OH:23]>Cl([O-])(=O)(=O)=O.[Ag+]>[C:1]([C:4]1[C:18]([OH:19])=[CH:17][C:7]([O:8][CH2:9][CH2:10][CH2:11][CH2:12][CH2:13][CH2:14][C:15]#[N:16])=[C:6]([CH2:20][O:23][CH3:22])[CH:5]=1)(=[O:3])[CH3:2] |f:2.3|. Product: C(C)(=O)C1=CC(=C(OCCCCCCC#N)C=C1O)COC (7-[4-Acetyl-5-hydroxy-2-(methoxymethyl)phenoxy]heptanenitrile). The reactants are C(C)(=O)C1=CC(=C(OCCCCCCC#N)C=C1O)CCl (7-[4-Acetyl-5-hydroxy-2-(chloromethyl)phenoxy]heptanenitrile), CO (methanol). The reagents and catalysts are Cl(=O)(=O)(=O)[O-].[Ag+] (silver perchlorate). Reactants: CC1=C(C(=C(C(=C1/C=C(/C(=O)O)\CCCCCCCCC)OC)OC)OC)OC ((E)-3-(6-methyl-2,3,4,5-tetramethoxyphenyl)-2-nonylpropenoic acid), product, Et2O hexanes, 10a. Solvent: hexanes, CCOCC (Et2O). The product is COC=1C(C(=C(C(C1OC)=O)/C=C(/C(=O)O)\CCCCCCCCC)C)=O ((E)-3-(4,5-dimethoxy-2-methyl-3,6-dioxocyclohexa-1,4-dienyl)-2-nonylpropenoic acid). As a reaction SMILES: [CH3:1][C:2]1[C:7](/[CH:8]=[C:9](\[CH2:13][CH2:14][CH2:15][CH2:16][CH2:17][CH2:18][CH2:19][CH2:20][CH3:21])/[C:10]([OH:12])=[O:11])=[C:6]([O:22]C)[C:5]([O:24][CH3:25])=[C:4]([O:26][CH3:27])[C:3]=1[O:28]C>CCOCC>[CH3:27][O:26][C:4]1[C:3](=[O:28])[C:2]([CH3:1])=[C:7](/[CH:8]=[C:9](\[CH2:13][CH2:14][CH2:15][CH2:16][CH2:17][CH2:18][CH2:19][CH2:20][CH3:21])/[C:10]([OH:12])=[O:11])[C:6](=[O:22])[C:5]=1[O:24][CH3:25]. Procedure details: Compound 1 was prepared from 9f (1.13 g, 2.77 mmol) as described above for 10a using Method A to give 0.443 g (1.17 mmol, 42%) of the product as a red solid following flash chromatography (2:3 Et2O:hexanes 0.5% AcOH) and recrystallization from Et2O/hexanes. The product is N#Cc1ccc(Br)c(C(=O)N2CCCc3ccccc32)c1. Starting materials: N#Cc1ccc(Br)c(C(=O)O)c1, CCN(C(C)C)C(C)C, C[n+]1ccccc1Cl, ClCCl, [I-], c1ccc2c(c1)CCCN2, [Na+], O=C([O-])O. Reaction SMILES: [Br:1][c:2]1[c:3]([C:4](=[O:5])[OH:6])[cH:7][c:8]([C:11]#[N:12])[cH:9][cH:10]1.[CH2:23]([N:24]([CH:25]([CH3:26])[CH3:27])[CH:28]([CH3:29])[CH3:30])[CH3:31].[Cl:33][c:34]1[cH:35][cH:36][cH:37][cH:38][n+:39]1[CH3:40].[Cl:46][CH2:47][Cl:48].[I-:32].[NH:13]1[CH2:14][CH2:15][CH2:16][c:17]2[cH:18][cH:19][cH:20][cH:21][c:22]21.[Na+:45].[O-:41][C:42]([OH:43])=[O:44]>>[Br:1][c:2]1[c:3]([C:4](=[O:6])[N:13]2[CH2:14][CH2:15][CH2:16][c:17]3[cH:18][cH:19][cH:20][cH:21][c:22]32)[cH:7][c:8]([C:11]#[N:12])[cH:9][cH:10]1.